From a dataset of the Open Reaction Database (ORD), a public repository of structured organic reaction records. describe an organic reaction: reactants, conditions, products, and yield The reactants are C1(=CC=C(C=C1)S(=O)(=O)Cl)C (p-toluenesulfonyl chloride), FC(C1=CC=C2C(=CC=NC2=C1)NC1=CC=C(C(=O)N2CCNCC2)C=C1)(F)F (4-[4-[[7-(trifluoromethyl)-4-quinolinyl]amino]benzoyl]piperazine), resultant solution. The solvent is O1CCCC1 (tetrahydrofuran), O1CCCC1 (tetrahydrofuran), C(C)N(CC)CC (triethylamine). Yields the product CC1=CC=C(C=C1)S(=O)(=O)N1CCN(CC1)C(C1=CC=C(C=C1)NC1=CC=NC2=CC(=CC=C12)C(F)(F)F)=O (1-[(4-methylphenyl)sulfonyl]-4-[4-[[7-(trifluoromethyl)-4-quinolinyl]amino]benzoyl]piperazine). The yield is 90.2%. RXN SMILES: [F:1][C:2]([F:29])([F:28])[C:3]1[CH:12]=[C:11]2[C:6]([C:7]([NH:13][C:14]3[CH:27]=[CH:26][C:17]([C:18]([N:20]4[CH2:25][CH2:24][NH:23][CH2:22][CH2:21]4)=[O:19])=[CH:16][CH:15]=3)=[CH:8][CH:9]=[N:10]2)=[CH:5][CH:4]=1.[C:30]1([CH3:40])[CH:35]=[CH:34][C:33]([S:36](Cl)(=[O:38])=[O:37])=[CH:32][CH:31]=1>O1CCCC1.C(N(CC)CC)C>[CH3:40][C:30]1[CH:35]=[CH:34][C:33]([S:36]([N:23]2[CH2:24][CH2:25][N:20]([C:18](=[O:19])[C:17]3[CH:26]=[CH:27][C:14]([NH:13][C:7]4[C:6]5[C:11](=[CH:12][C:3]([C:2]([F:1])([F:28])[F:29])=[CH:4][CH:5]=5)[N:10]=[CH:9][CH:8]=4)=[CH:15][CH:16]=3)[CH2:21][CH2:22]2)(=[O:38])=[O:37])=[CH:32][CH:31]=1. Reported procedure: To a suspension of 4-[4-[[7-(trifluoromethyl)-4-quinolinyl]amino]benzoyl]piperazine (2 g, 0.005 mol) in 20 ml of tetrahydrofuran and 0.5 ml of triethylamine is added a solution of p-toluenesulfonyl chloride (0.95 g, 0.005 mol) in 10 ml of tetrahydrofuran dropwise over a 15 minute period, under nitrogen. After complete addition, the resultant solution is stirred at room temperature for 1 hour. This is quenched in cold water and extracted with methylene chloride (2×, 50 ml). The methylene chloride...